This data is from the Open Reaction Database (ORD), a public repository of structured organic reaction records. The task is: describe an organic reaction: reactants, conditions, products, and yield Reaction SMILES: [NH:1]1[CH:5]=[CH:4][N:3]=[C:2]1[CH:6]([C:8]1[CH:13]=[CH:12][CH:11]=[C:10]([C:14]2[CH:19]=[CH:18][CH:17]=[CH:16][N:15]=2)[CH:9]=1)O.C([SiH](CC)CC)C.FC(F)(F)C(O)=O>>[NH:1]1[CH:5]=[CH:4][N:3]=[C:2]1[CH2:6][C:8]1[CH:9]=[C:10]([C:14]2[CH:19]=[CH:18][CH:17]=[CH:16][N:15]=2)[CH:11]=[CH:12][CH:13]=1. Product: N1C(=NC=C1)CC=1C=C(C=CC1)C1=NC=CC=C1 (2-[3-(1H-Imidazol-2-ylmethyl)-phenyl]-pyridine). Reactants: N1C(=NC=C1)C(O)C1=CC(=CC=C1)C1=NC=CC=C1 (rac-(1H-imidazol-2-yl)-(3-pyridin-2-yl-phenyl)-methanol), C(C)[SiH](CC)CC (triethylsilane), FC(C(=O)O)(F)F (trifluoroacetic acid). Procedure: 2-[3-(1H-Imidazol-2-ylmethyl)-phenyl]-pyridine was prepared from rac-(1H-imidazol-2-yl)-(3-pyridin-2-yl-phenyl)-methanol, triethylsilane and trifluoroacetic acid in analogy to Example 191e): white crystals; MS (ISP): 236.3 ([M+H]+, 100%).